This data is from the Open Reaction Database (ORD), a public repository of structured organic reaction records. The task is: describe an organic reaction: reactants, conditions, products, and yield The reactants are ClC1=CC=C(C=C1)N1S(C2=C(NC1=O)C=C(C=C2)OC)(=O)=O (2-(4-chlorophenyl)-6-methoxy-2H-1,2,4-benzothiadiazine-3(4H)-one 1,1-dioxide), [H-].[Na+] (sodium hydride), ice water, CI (methyl iodide). The solvent is CN(C=O)C (N,N-dimethylformamide). Conditions: time 1 hour. The product is ClC1=CC=C(C=C1)N1S(C2=C(N(C1=O)C)C=C(C=C2)OC)(=O)=O (2-(4-chlorophenyl)-6-methoxy-4-methyl-2H-1,2,4-benzothiadiazine-3(4H)-one 1,1-dioxide). As a reaction SMILES: [Cl:1][C:2]1[CH:7]=[CH:6][C:5]([N:8]2[C:13](=[O:14])[NH:12][C:11]3[CH:15]=[C:16]([O:19][CH3:20])[CH:17]=[CH:18][C:10]=3[S:9]2(=[O:22])=[O:21])=[CH:4][CH:3]=1.[H-].[Na+].[CH3:25]I>CN(C)C=O>[Cl:1][C:2]1[CH:7]=[CH:6][C:5]([N:8]2[C:13](=[O:14])[N:12]([CH3:25])[C:11]3[CH:15]=[C:16]([O:19][CH3:20])[CH:17]=[CH:18][C:10]=3[S:9]2(=[O:21])=[O:22])=[CH:4][CH:3]=1 |f:1.2|. Reported procedure: To a solution of 2-(4-chlorophenyl)-6-methoxy-2H-1,2,4-benzothiadiazine-3(4H)-one 1,1-dioxide (23.50 g) in dried N,N-dimethylformamide (150 ml) was added sodium hydride (60% oil dispersion) in one portion at 0° C. The suspension was stirred for one hour at ambient temperature and then methyl iodide (5.18 ml) was added therein at the same temperature. The reaction mixture was stirred for one and half hours a ambient temperature and then poured into ice water. The separated solid was filtered, dri... Starting materials: F[B-](F)(F)F, COc1cc(OC)c(Cl)c(-c2ccc(C(=O)Nc3ccc(CN4CCN(C)CC4)cn3)c3nccnc23)c1Cl, Cc1cscc1-c1ccc(C(=O)O)c2nccnc12, Cc1cscc1B(O)O, CO, ClCCl, CN(C)C(On1nnc2ccccc21)=[N+](C)C. The product is Cc1cscc1-c1ccc(C(=O)Nc2ccc(CN3CCN(C)CC3)cn2)c2nccnc12. Reaction SMILES: [B-:40]([F:41])([F:42])([F:43])[F:44].[CH3:1][N:2]1[CH2:3][CH2:4][N:5]([CH2:8][c:9]2[cH:10][cH:11][c:12]([NH:15][C:16]([c:17]3[c:18]4[n:19][cH:20][cH:21][n:22][c:23]4[c:24](-[c:25]4[c:26]([Cl:27])[c:28]([O:29][CH3:30])[cH:31][c:32]([O:33][CH3:34])[c:35]4[Cl:36])[cH:37][cH:38]3)=[O:39])[n:13][cH:14]2)[CH2:6][CH2:7]1.[CH3:62][c:63]1[c:64](-[c:68]2[cH:69][cH:70][c:71]([C:78](=[O:79])[OH:80])[c:72]3[n:73][cH:74][cH:75][n:76][c:77]23)[cH:65][s:66][cH:67]1.[CH3:81][c:82]1[c:83]([B:84]([OH:85])[OH:86])[cH:87][s:88][cH:89]1.[CH3:93][OH:94].[Cl:90][CH2:91][Cl:92].[n:45]1([O:46][C:47]([N:48]([CH3:49])[CH3:50])=[N+:51]([CH3:52])[CH3:53])[c:54]2[cH:55][cH:56][cH:57][cH:58][c:59]2[n:60][n:61]1>>[CH3:1][N:2]1[CH2:3][CH2:4][N:5]([CH2:8][c:9]2[cH:10][cH:11][c:12]([NH:15][C:78]([c:71]3[cH:70][cH:69][c:68](-[c:64]4[c:63]([CH3:62])[cH:67][s:66][cH:65]4)[c:77]4[c:72]3[n:73][cH:74][cH:75][n:76]4)=[O:80])[n:13][cH:14]2)[CH2:6][CH2:7]1.